This data is from the Open Reaction Database (ORD), a public repository of structured organic reaction records. The task is: describe an organic reaction: reactants, conditions, products, and yield Starting materials: FC(C1=CC=C(C=N1)[C@@H](C)NC(OC(C)(C)C)=O)(F)F (tert-butyl {(1R)-1-[6-(trifluoromethyl)-3-pyridinyl]ethyl}carbamate), C(C)(C)(C)C1=C(C(=CC(=C1)C)C(C)(C)C)O (2,6-di-tert-butyl-4-methylphenol), ClC1=CC(=CC=C1)C(=O)OO (3-chloroperbenzoic acid), S(=S)(=O)([O-])[O-].[Na+].[Na+] (sodium thiosulfate), C([O-])(O)=O.[Na+] (sodium bicarbonate). Run in C(Cl)(Cl)Cl (chloroform). Run at temperature 50 celsius, time 48 hour. The product is C(CCC)OC(N[C@H](C)C=1C=[N+](C(=CC1)C(F)(F)F)[O-])=O (Butyl{(1R)-1-[1-oxido-6-(trifluoromethyl)-3-pyridinyl]ethyl}carbamate). Isolated yield 423.2%. RXN SMILES: [F:1][C:2]([F:20])([F:19])[C:3]1[N:8]=[CH:7][C:6]([C@H:9]([NH:11][C:12](=[O:18])[O:13][C:14]([CH3:17])(C)C)[CH3:10])=[CH:5][CH:4]=1.[C:21](C1C=C(C)C=C(C(C)(C)C)C=1O)(C)(C)[CH3:22].ClC1C=CC=C(C(OO)=[O:45])C=1.S([O-])([O-])(=O)=S.[Na+].[Na+].C(=O)(O)[O-].[Na+]>C(Cl)(Cl)Cl>[CH2:14]([O:13][C:12](=[O:18])[NH:11][C@@H:9]([C:6]1[CH:7]=[N+:8]([O-:45])[C:3]([C:2]([F:1])([F:19])[F:20])=[CH:4][CH:5]=1)[CH3:10])[CH2:17][CH2:21][CH3:22] |f:3.4.5,6.7|. Reported procedure: To a solution of tert-butyl {(1R)-1-[6-(trifluoromethyl)-3-pyridinyl]ethyl}carbamate (0.626 g, 2.157 mmol) in chloroform (10.0 mL) were added 2,6-di-tert-butyl-4-methylphenol (24 mg, 0.108 mmol) and 3-chloroperbenzoic acid (0.665 g, 2.70 mmol). The reaction mixture was stirred at 50° C. for 48 h. The reaction mixture was cooled to ambient temperature. Saturated aqueous sodium thiosulfate and saturated aqueous sodium bicarbonate were added. The mixture was extracted with dichloromethane (3×). The... Starting materials: C[Si](C)(C)N=C=S (trimethylsilylisothiocyanate), CC=1C=NC=2CCCCC2C1 (3-methyl-5,6,7,8-tetrahydroquinoline), Cl (HCl), C(CCC)[Li] (butyl lithium). Run in CCCCCC (hexane), O (water), CCCCCC (hexane), CCCCCC (hexane). Conditions: temperature 0 celsius, time 1 hour. Product: CC=1C=NC=2C(CCCC2C1)C(N)=S (3-Methyl-5,6,7,8-tetrahydroquinoline-8-thiocarboxamide). Isolated yield 33.9%. RXN SMILES: [CH3:1][C:2]1[CH:3]=[N:4][C:5]2[CH2:6][CH2:7][CH2:8][CH2:9][C:10]=2[CH:11]=1.C([Li])CCC.C[Si]([N:21]=[C:22]=[S:23])(C)C.Cl>CCCCCC.O>[CH3:1][C:2]1[CH:3]=[N:4][C:5]2[CH:6]([C:22](=[S:23])[NH2:21])[CH2:7][CH2:8][CH2:9][C:10]=2[CH:11]=1. Procedure: A solution of 3-methyl-5,6,7,8-tetrahydroquinoline (7.3 g., 0.05 mol.) in hexane (50 ml.) was cooled to 0° C and treated dropwise with stirring with a 15% w/w solution of butyl lithium in hexane (26 ml., 0.06 mol.) in an atmosphere of nitrogen. The reaction mixture was stirred at 0° C for an additional 1 hour and was added portionwise to a solution of trimethylsilylisothiocyanate (13.1 g., 0.1 mol.) in hexane (50 ml.) and under nitrogen keeping the internal temperature at -20° C. The reaction mi... The reactants are Cc1cc(=O)n(-c2ccc(C#N)cc2)[nH]1, ClC(Cl)Cl, COC(=O)C(=O)C(F)(F)F. Yields the product COC(=O)C(O)(c1c(C)[nH]n(-c2ccc(C#N)cc2)c1=O)C(F)(F)F. RXN SMILES: [C:1](#[N:2])[c:3]1[cH:4][cH:5][c:6](-[n:9]2[nH:10][c:11]([CH3:15])[cH:12][c:13]2=[O:14])[cH:7][cH:8]1.[CH:26]([Cl:27])([Cl:28])[Cl:29].[F:16][C:17]([C:18]([C:19](=[O:20])[O:21][CH3:22])=[O:23])([F:24])[F:25]>>[C:1](#[N:2])[c:3]1[cH:4][cH:5][c:6](-[n:9]2[nH:10][c:11]([CH3:15])[c:12]([C:18]([C:17]([F:16])([F:24])[F:25])([C:19](=[O:20])[O:21][CH3:22])[OH:23])[c:13]2=[O:14])[cH:7][cH:8]1. Starting materials: CCOC(=O)/N=N/C(=O)OCC (DEAD), ClC1=C(C=CC(=C1)Cl)CCO (2-(2,4-Dichlorophenyl)-ethanol), C1(=CC=CC=C1)P(C1=CC=CC=C1)C1=CC=CC=C1 (triphenylphosphine), COC(C1=CC(=C(C=C1)OC)O)=O (3-Hydroxy-4-methoxy-benzoic acid methyl ester). Solvent: C1CCOC1 (THF), C1CCOC1 (THF), C1CCOC1 (THF). Run at time 45 minute. Product: COC(C1=CC(=C(C=C1)OC)OCCC1=C(C=C(C=C1)Cl)Cl)=O (3-[2-(2,4-Dichlorophenyl)-ethoxy]-4-methoxy-benzoic acid methyl ester). As a reaction SMILES: C1(P(C2C=CC=CC=2)C2C=CC=CC=2)C=CC=CC=1.[CH3:20][O:21][C:22](=[O:32])[C:23]1[CH:28]=[CH:27][C:26]([O:29][CH3:30])=[C:25]([OH:31])[CH:24]=1.CCOC(/N=N/C(OCC)=O)=O.[Cl:45][C:46]1[CH:51]=[C:50]([Cl:52])[CH:49]=[CH:48][C:47]=1[CH2:53][CH2:54]O>C1COCC1>[CH3:20][O:21][C:22](=[O:32])[C:23]1[CH:28]=[CH:27][C:26]([O:29][CH3:30])=[C:25]([O:31][CH2:54][CH2:53][C:47]2[CH:48]=[CH:49][C:50]([Cl:52])=[CH:51][C:46]=2[Cl:45])[CH:24]=1. Reported procedure: 20 g of triphenylphosphine and 10 g of 3-Hydroxy-4-methoxy-benzoic acid methyl ester were dissolved in 200 ml of anhydrous THF. The solution was cooled to 0° C. to 10° C. and a solution of 11.4 ml DEAD in 30 ml anhydrous THF was added dropwise over 20 min. The reaction was warmed to RT and stirred for 45 min. A solution of 11.3 ml 2-(2,4-Dichlorophenyl)-ethanol in 10 ml anhydrous THF was added with cooling. The reaction was stirred at RT for 16 h, and then the solvents were removed under reduced... Starting materials: Cl (hydrochloric acid), C(C(C)C)N1C(CCCC1)=O (N-isobutyl-2-piperidone), CS(=O)(=O)O (methanesulfonic acid), C([O-])([O-])=O.[Na+].[Na+] (sodium carbonate), BrC=1C=NC(=C(C=O)C1)Cl (5-bromo-2-chloronicotinaldehyde), C([O-])([O-])=O.[Na+].[Na+] (sodium carbonate). The solvent is O (water), CS(=O)C (DMSO). Conditions: temperature 120 celsius, time 2 hour. The product is BrC=1C=C(C(=NC1)N(CCCCC(=O)OC)CC(C)C)C=O (methyl 5-[(5-bromo-3-formylpyridin-2-yl)(isobutyl)amino]pentanoate). The yield is 51.5%. Reaction SMILES: [CH2:1]([N:5]1C[CH2:9][CH2:8][CH2:7][C:6]1=O)[CH:2]([CH3:4])[CH3:3].[CH3:12]S(O)(=O)=O.[C:17](=[O:20])([O-])[O-:18].[Na+].[Na+].[Br:23][C:24]1[CH:25]=[N:26][C:27](Cl)=[C:28]([CH:31]=1)[CH:29]=[O:30].Cl>CS(C)=O.O>[Br:23][C:24]1[CH:31]=[C:28]([CH:29]=[O:30])[C:27]([N:5]([CH2:1][CH:2]([CH3:4])[CH3:3])[CH2:6][CH2:7][CH2:8][CH2:9][C:17]([O:18][CH3:12])=[O:20])=[N:26][CH:25]=1 |f:2.3.4|. Procedure: To N-isobutyl-2-piperidone (1.13 g) was added an aqueous methanesulfonic acid solution (2.8 g/3.8 ml), and the mixture was refluxed at 120° C. for 2 days. The mixture was returned to room temperature, and sodium carbonate (1.55 g) was slowly added thereto. Then, the resulting solution was added dropwise to a suspension of 5-bromo-2-chloronicotinaldehyde (1.0 g) and sodium carbonate (1.25 g) in DMSO (10 ml) at 90° C. After stirring as it is for 2 hours, the mixture was cooled to 0° C. and water w... Starting materials: C(Cl)Cl.CCOCC.CO (DCM ether MeOH), FC1=NC(=C2N=CNC2=N1)NCC1=NC(=CC=C1)C (2-fluoro-N-(6-methylpyridin-2-yl)methyl-9H-purin-6-amine), BrC(C)C (2-bromopropane), C(=O)([O-])[O-].[K+].[K+] (K2CO3). Solvent: CN(C=O)C (dimethylformamide). Reaction conditions: time 24 hour. Product: FC1=NC(=C2N=CN(C2=N1)C(C)C)NCC1=NC(=CC=C1)C (2-Fluoro-9-isopropyl-N-((6-methylpyridin-2-yl)methyl)-9H-purin-6-amine). RXN SMILES: [F:1][C:2]1[N:10]=[C:9]2[C:5]([N:6]=[CH:7][NH:8]2)=[C:4]([NH:11][CH2:12][C:13]2[CH:18]=[CH:17][CH:16]=[C:15]([CH3:19])[N:14]=2)[N:3]=1.C([O-])([O-])=O.[K+].[K+].Br[CH:27]([CH3:29])[CH3:28].C(Cl)Cl.CCOCC.CO>CN(C)C=O>[F:1][C:2]1[N:10]=[C:9]2[C:5]([N:6]=[CH:7][N:8]2[CH:27]([CH3:29])[CH3:28])=[C:4]([NH:11][CH2:12][C:13]2[CH:18]=[CH:17][CH:16]=[C:15]([CH3:19])[N:14]=2)[N:3]=1 |f:1.2.3,5.6.7|. Reported procedure: To a stirred solution of 2-fluoro-N-(6-methylpyridin-2-yl)methyl-9H-purin-6-amine (0.3 g, 1.17 mmol) in dimethylformamide (10 ml) at room temperature under an argon atmosphere, was added powdered, anhydrous K2CO3 (0.8 g, 5 eq, 5.85 mmol), followed by 2-bromopropane (1.15 ml, 11.7 mmol). The reaction mixture was stirred at room temperature for 24 h, when DCM:ether:MeOH (55:40:5), indicated that the reaction had gone to completion. The solvent was evaporated in vacuo and the residue partitioned be...